Dataset: the Open Reaction Database (ORD), a public repository of structured organic reaction records. Task: describe an organic reaction: reactants, conditions, products, and yield The reactants are O=C([O-])[O-], CC#N, [Cl-], CSC(=N[N+](=O)[O-])NCc1cnc(Cl)s1, NCc1cnc(Cl)s1, [K+], [K+]. The product is O=[N+]([O-])N=C(NCc1cnc(Cl)s1)NCc1cnc(Cl)s1. Reaction SMILES: [C:16](=[O:17])([O-:18])[O-:19].[CH3:31][C:32]#[N:33].[Cl-:22].[Cl:1][c:2]1[s:3][c:4]([CH2:7][NH:8][C:9]([S:10][CH3:11])=[N:12][N+:13](=[O:14])[O-:15])[cH:5][n:6]1.[Cl:23][c:24]1[s:25][c:26]([CH2:29][NH2:30])[cH:27][n:28]1.[K+:20].[K+:21]>>[Cl:1][c:2]1[s:3][c:4]([CH2:7][NH:8][C:9](=[N:12][N+:13](=[O:14])[O-:15])[NH:30][CH2:29][c:26]2[s:25][c:24]([Cl:23])[n:28][cH:27]2)[cH:5][n:6]1. Starting materials: ClC1=CC(=NC2=C(C3=C(C=C12)C(C=C(O3)C(=O)O)=O)CCC)C=O (6-Chloro-8-formyl-4-oxo-10-propyl-4H-pyrano[3,2-g]quinoline-2-carboxylic acid), CC(=O)C.OS(=O)(=O)O.O=[Cr](=O)=O (Jones reagent). The solvent is [Cl-].[Na+] (sodium chloride), CC(=O)C (acetone). Reaction conditions: time 20 minute. Yields the product Cl (hydrochloric acid), ClC1=CC(=NC2=C(C3=C(C=C12)C(C=C(O3)C(=O)O)=O)CCC)C(=O)O (6-Chloro-4-oxo-10-propyl-4H-pyrano[3,2-g]quinoline-2,8-dicarboxylic acid). Reaction SMILES: [Cl:1][C:2]1[C:11]2[C:6](=[C:7]([CH2:20][CH2:21][CH3:22])[C:8]3[O:15][C:14]([C:16]([OH:18])=[O:17])=[CH:13][C:12](=[O:19])[C:9]=3[CH:10]=2)[N:5]=[C:4]([CH:23]=[O:24])[CH:3]=1.CC(C)=[O:27].OS(O)(=O)=O.O=[Cr](=O)=O>CC(C)=O.[Cl-].[Na+]>[ClH:1].[Cl:1][C:2]1[C:11]2[C:6](=[C:7]([CH2:20][CH2:21][CH3:22])[C:8]3[O:15][C:14]([C:16]([OH:18])=[O:17])=[CH:13][C:12](=[O:19])[C:9]=3[CH:10]=2)[N:5]=[C:4]([C:23]([OH:27])=[O:24])[CH:3]=1 |f:1.2.3,5.6|. Procedure details: 6-Chloro-8-formyl-4-oxo-10-propyl-4H-pyrano[3,2-g]quinoline-2-carboxylic acid (0.23 g) in acetone (20 ml) was treated with Jones reagent (0.8 ml), left 20 min. at 0°, then diluted with saturated aqueous sodium chloride, and extracted with 10% sodium bicarbonate. Acidification with 2 N-hydrochloric acid gave the title compound, (200 mg), mp 340° C.